From a dataset of the Open Reaction Database (ORD), a public repository of structured organic reaction records. describe an organic reaction: reactants, conditions, products, and yield Starting materials: C(=O)(O)CSC[C@H](N)C(=O)O (S-carboxymethyl-L-cysteine), [OH-].[Na+] (NaOH). The solvent is O (water). Run at time 48 hour. The product is O=C1CSCC(N1)C(=O)O (3-oxo-5-carboxyperhydro-1,4-thiazine). As a reaction SMILES: [C:1]([CH2:4][S:5][CH2:6][C@@H:7]([C:9]([OH:11])=[O:10])[NH2:8])(O)=[O:2].[OH-].[Na+]>O>[O:2]=[C:1]1[NH:8][CH:7]([C:9]([OH:11])=[O:10])[CH2:6][S:5][CH2:4]1 |f:1.2|. Reported procedure: In 40 ml. of water is suspended 3.6 g (0.02 M) of S-carboxymethyl-L-cysteine, followed by addition of 20 ml. of 1N-NaOH. The reaction is conducted in a sealed tubular reactor at 110° C for 48 hours. The reaction mixture is passed through a column (4.5 × 12.0 cm) of Amberlite IR-120 B (H+ -form), whereby it is desalted. The effluent is concentrated to dryness and the residue is dissolved in glacial acetic acid. Following addition of ether, the resultant crystals are recovered by filtration. Yield...